describe an organic reaction: reactants, conditions, products, and yield From a dataset of the Open Reaction Database (ORD), a public repository of structured organic reaction records. Starting materials: ClC1=CC=C(CN2N=C(C(=C2)C=O)CN2CCC(CC2)(C2=CC=CC=C2)C2=CC=CC=C2)C=C1 (1-(4-Chlorobenzyl)-3-[(4,4-diphenyl-1-piperidinyl)methyl]-1H-pyrazole-4-carbaldehyde), C(C)(=O)O[BH-](OC(C)=O)OC(C)=O.[Na+] (sodium triacetoxyborohydride). Solvent: ClCCl (dichloromethane), [Cl-].[Na+].O (brine), ClCCl (dichloromethane). Run at time 20 hour. Product: ClC1=CC=C(CN2N=C(C(=C2)CO)CN2CCC(CC2)(C2=CC=CC=C2)C2=CC=CC=C2)C=C1 ({1-(4-Chlorobenzyl)-3-[(4,4-diphenyl-1-piperidinyl)methyl]-1H-pyrazol-4-yl}methanol). Isolated yield 55.8%. As a reaction SMILES: [Cl:1][C:2]1[CH:34]=[CH:33][C:5]([CH2:6][N:7]2[CH:11]=[C:10]([CH:12]=[O:13])[C:9]([CH2:14][N:15]3[CH2:20][CH2:19][C:18]([C:27]4[CH:32]=[CH:31][CH:30]=[CH:29][CH:28]=4)([C:21]4[CH:26]=[CH:25][CH:24]=[CH:23][CH:22]=4)[CH2:17][CH2:16]3)=[N:8]2)=[CH:4][CH:3]=1.C(O[BH-](OC(=O)C)OC(=O)C)(=O)C.[Na+]>ClCCl.[Cl-].[Na+].O>[Cl:1][C:2]1[CH:3]=[CH:4][C:5]([CH2:6][N:7]2[CH:11]=[C:10]([CH2:12][OH:13])[C:9]([CH2:14][N:15]3[CH2:16][CH2:17][C:18]([C:21]4[CH:22]=[CH:23][CH:24]=[CH:25][CH:26]=4)([C:27]4[CH:32]=[CH:31][CH:30]=[CH:29][CH:28]=4)[CH2:19][CH2:20]3)=[N:8]2)=[CH:33][CH:34]=1 |f:1.2,4.5.6|. Reported procedure: The product of Example 15 (0.05 g) was dissolved in dichloromethane (5 ml) and sodium triacetoxyborohydride (0.068 g) added. After 20 hours at room temperature, brine and dichloromethane were added, the organic phase was separated, dried and the solvent removed by evaporation to give a residue. Trituration under ether gave the product as a solid (0.028 g), m.p. 104-105° C. Starting materials: CCCc1nc(SC)c2ccccc2n1, CI. Product: CCCc1nc(SC)c2ccccc2[n+]1C, [I-]. As a reaction SMILES: [CH2:1]([CH2:2][CH3:3])[c:4]1[n:5][c:6]2[cH:7][cH:8][cH:9][cH:10][c:11]2[c:12]([S:14][CH3:15])[n:13]1.[CH3:16][I:17]>>[CH2:1]([CH2:2][CH3:3])[c:4]1[n+:5]([CH3:16])[c:6]2[cH:7][cH:8][cH:9][cH:10][c:11]2[c:12]([S:14][CH3:15])[n:13]1.[I-:17]. Reactants: CC(=O)OCC1SC(O)C(OC(C)=O)C(OC(C)=O)C1OC(C)=O, CC(=O)c1c(O)cc(C)cc1O, Cc1ccccc1, CC(C)OC(=O)N=NC(=O)OC(C)C, c1ccc(P(c2ccccc2)c2ccccc2)cc1. Yields the product CC(=O)OCC1SC(Oc2cc(C)cc(O)c2C(C)=O)C(OC(C)=O)C(OC(C)=O)C1OC(C)=O. Reaction SMILES: [C:1]([CH3:2])(=[O:3])[O:4][CH:5]1[CH:6]([OH:7])[S:8][CH:9]([CH2:20][O:21][C:22]([CH3:23])=[O:24])[CH:10]([O:16][C:17]([CH3:18])=[O:19])[CH:11]1[O:12][C:13]([CH3:14])=[O:15].[C:25]([CH3:26])(=[O:27])[c:28]1[c:29]([OH:30])[cH:31][c:32]([CH3:36])[cH:33][c:34]1[OH:35].[CH3:70][c:71]1[cH:72][cH:73][cH:74][cH:75][cH:76]1.[O:56]=[C:57]([O:58][CH:59]([CH3:60])[CH3:61])[N:62]=[N:63][C:64]([O:65][CH:66]([CH3:67])[CH3:68])=[O:69].[c:37]1([P:38]([c:39]2[cH:40][cH:41][cH:42][cH:43][cH:44]2)[c:45]2[cH:46][cH:47][cH:48][cH:49][cH:50]2)[cH:51][cH:52][cH:53][cH:54][cH:55]1>>[C:1]([CH3:2])(=[O:3])[O:4][CH:5]1[CH:6]([O:7][c:34]2[c:28]([C:25]([CH3:26])=[O:27])[c:29]([OH:30])[cH:31][c:32]([CH3:36])[cH:33]2)[S:8][CH:9]([CH2:20][O:21][C:22]([CH3:23])=[O:24])[CH:10]([O:16][C:17]([CH3:18])=[O:19])[CH:11]1[O:12][C:13]([CH3:14])=[O:15]. The reactants are NC1=C(C(=NN1C1=C(C=C(C=C1Cl)C(F)(F)F)Cl)C(F)(F)F)C(=O)OCC (5-amino-4-ethoxycarbonyl-3-trifluoromethyl-1-(2,6-dichloro-4-trifluoromethylphenyl)pyrazole). Run in S(O)(O)(=O)=O (sulphuric acid), ice water. The product is NC1=C(C(=NN1C1=C(C=C(C=C1Cl)C(F)(F)F)Cl)C(F)(F)F)C(=O)O (5-amino-4-hydroxycarbonyl-3-trifluoromethyl-1-(2,6-dichloro-4-trifluoromethylphenyl)pyrazole). Yield: 85.8%. RXN SMILES: [NH2:1][C:2]1[N:6]([C:7]2[C:12]([Cl:13])=[CH:11][C:10]([C:14]([F:17])([F:16])[F:15])=[CH:9][C:8]=2[Cl:18])[N:5]=[C:4]([C:19]([F:22])([F:21])[F:20])[C:3]=1[C:23]([O:25]CC)=[O:24]>S(=O)(=O)(O)O>[NH2:1][C:2]1[N:6]([C:7]2[C:12]([Cl:13])=[CH:11][C:10]([C:14]([F:15])([F:16])[F:17])=[CH:9][C:8]=2[Cl:18])[N:5]=[C:4]([C:19]([F:22])([F:21])[F:20])[C:3]=1[C:23]([OH:25])=[O:24]. Reported procedure: 3.05 G (0.007 mol) of 5-amino-4-ethoxycarbonyl-3-trifluoromethyl-1-(2,6-dichloro-4-trifluoromethylphenyl)pyrazole in 14 ml of concentrated sulphuric acid are heated at 75° C. for 5 hours. After the mixture has been cooled to room temperature, it is diluted with ice-water and filtered with suction. 2.45 g (86% of theory) of 5-amino-4-hydroxycarbonyl-3-trifluoromethyl-1-(2,6-dichloro-4-trifluoromethylphenyl)pyrazole of melting point 191° C.-195° C. (decomposition) are obtained. The reactants are ClC1=NC=CC(=N1)C1=C(N=C2N1C=CC=C2)C=2C=CC(=C(C(=O)NC1=C(C=CC=C1F)F)C2)OCC (5-[3-(2-chloro-4-pyrimidinyl)imidazo[1,2-a]pyridin-2-yl]-N-(2,6-difluorophenyl)-2-(ethyloxy)benzamide), COC1=C(N)C=CC(=C1)N1CCC(CC1)CCS(=O)(=O)C (2-(methyloxy)-4-{4-[2-(methylsulfonyl)ethyl]-1-piperidinyl}aniline), Cl (HCl). The solvent is FC(CO)(F)F (2,2,2-trifluoroethanol). Run at temperature 180 celsius. Product: FC1=C(C(=CC=C1)F)NC(C1=C(C=CC(=C1)C=1N=C2N(C=CC=C2)C1C1=NC(=NC=C1)NC1=C(C=C(C=C1)N1CCC(CC1)CCS(=O)(=O)C)OC)OCC)=O (N-(2,6-difluorophenyl)-2-(ethyloxy)-5-(3-{2-[(2-(methyloxy)-4-{4-[2-(methylsulfonyl)ethyl]-1-piperidinyl}phenyl)amino]-4-pyrimidinyl}imidazo[1,2-a]pyridin-2-yl)benzamide). The yield is 44.0%. Reaction SMILES: Cl[C:2]1[N:7]=[C:6]([C:8]2[N:12]3[CH:13]=[CH:14][CH:15]=[CH:16][C:11]3=[N:10][C:9]=2[C:17]2[CH:18]=[CH:19][C:20]([O:34][CH2:35][CH3:36])=[C:21]([CH:33]=2)[C:22]([NH:24][C:25]2[C:30]([F:31])=[CH:29][CH:28]=[CH:27][C:26]=2[F:32])=[O:23])[CH:5]=[CH:4][N:3]=1.[CH3:37][O:38][C:39]1[CH:45]=[C:44]([N:46]2[CH2:51][CH2:50][CH:49]([CH2:52][CH2:53][S:54]([CH3:57])(=[O:56])=[O:55])[CH2:48][CH2:47]2)[CH:43]=[CH:42][C:40]=1[NH2:41].Cl>FC(F)(F)CO>[F:32][C:26]1[CH:27]=[CH:28][CH:29]=[C:30]([F:31])[C:25]=1[NH:24][C:22](=[O:23])[C:21]1[CH:33]=[C:17]([C:9]2[N:10]=[C:11]3[CH:16]=[CH:15][CH:14]=[CH:13][N:12]3[C:8]=2[C:6]2[CH:5]=[CH:4][N:3]=[C:2]([NH:41][C:40]3[CH:42]=[CH:43][C:44]([N:46]4[CH2:51][CH2:50][CH:49]([CH2:52][CH2:53][S:54]([CH3:57])(=[O:56])=[O:55])[CH2:48][CH2:47]4)=[CH:45][C:39]=3[O:38][CH3:37])[N:7]=2)[CH:18]=[CH:19][C:20]=1[O:34][CH2:35][CH3:36]. Procedure: To 5-[3-(2-chloro-4-pyrimidinyl)imidazo[1,2-a]pyridin-2-yl]-N-(2,6-difluorophenyl)-2-(ethyloxy)benzamide (Intermediate Example 6) (0.13 g, 0.25 mmol) and 2-(methyloxy)-4-{4-[2-(methylsulfonyl)ethyl]-1-piperidinyl}aniline (0.077 g, 0.25 mmol) in 2,2,2-trifluoroethanol (1.5 mL) was added HCl (0.13 mL, 4M in dioxane, 0.50 mmol). The reaction was heated at 180° C. for 40 min in the microwave. The reaction mixture was quenched with sodium methoxide (0.5M in MeOH) and concentrated. Purification by fla... The reactants are CN(C)C=O, CCOC(=O)C(F)(F)F, NC1c2ccccc2-c2[nH]c(=O)c3nccn3c21. The product is N=C1c2ccccc2-c2[nH]c(=O)c3nccn3c21. As a reaction SMILES: [CH3:28][N:29]([CH3:30])[CH:31]=[O:32].[F:19][C:20]([F:21])([F:22])[C:23]([O:24][CH2:25][CH3:26])=[O:27].[NH2:1][CH:2]1[c:3]2[cH:4][cH:5][cH:6][cH:7][c:8]2-[c:9]2[nH:10][c:11](=[O:18])[c:12]3[n:13]([c:14]21)[cH:15][cH:16][n:17]3>>[NH:1]=[C:2]1[c:3]2[cH:4][cH:5][cH:6][cH:7][c:8]2-[c:9]2[nH:10][c:11](=[O:18])[c:12]3[n:13]([c:14]21)[cH:15][cH:16][n:17]3.